This data is from the Open Reaction Database (ORD), a public repository of structured organic reaction records. The task is: describe an organic reaction: reactants, conditions, products, and yield Starting materials: C1(=CC=CC=C1)CCCCCO (5-phenylpentanol), [Cr](=O)(=O)([O-])Cl.[NH+]1=CC=CC=C1 (pyridinium chlorochromate). The solvent is C(Cl)Cl (methylene chloride). Run at time 18 hour. Yields the product C1(=CC=CC=C1)CCCCC=O (5-Phenylpentanal). Yield: 57.0%. RXN SMILES: [C:1]1([CH2:7][CH2:8][CH2:9][CH2:10][CH2:11][OH:12])[CH:6]=[CH:5][CH:4]=[CH:3][CH:2]=1.[Cr](Cl)([O-])(=O)=O.[NH+]1C=CC=CC=1>C(Cl)Cl>[C:1]1([CH2:7][CH2:8][CH2:9][CH2:10][CH:11]=[O:12])[CH:6]=[CH:5][CH:4]=[CH:3][CH:2]=1 |f:1.2|. Procedure: To a solution of 5-phenylpentanol (15.0 g, 91 mmol) in methylene chloride was added pyridinium chlorochromate (24.6 g, 114 mmol) under an atmosphere of dry nitrogen at room temperature. After 18 hours, the mixture was filtered through a bed of Celite®, and purified by flash chromatography on silica gel eluting with 10% ethyl acetate in hexane to give the aldehyde in 57% yield. Reactants: NC=1SC=C(N1)CC(=O)OCC (ethyl 2-amino-4-thiazolylacetate), FC1=C(C=CC(=C1F)F)S(=O)(=O)Cl (2,3,4-trifluorobenzenesulfonyl chloride). Yields the product FC1=C(C=CC(=C1F)F)S(=O)(=O)NC=1SC=C(N1)CC(=O)OCC (Ethyl (2-{[(2,3,4-trifluorophenyl)sulfonyl]amino}-1,3-thiazol-4-yl)acetate). As a reaction SMILES: [NH2:1][C:2]1[S:3][CH:4]=[C:5]([CH2:7][C:8]([O:10][CH2:11][CH3:12])=[O:9])[N:6]=1.[F:13][C:14]1[C:19]([F:20])=[C:18]([F:21])[CH:17]=[CH:16][C:15]=1[S:22](Cl)(=[O:24])=[O:23]>>[F:13][C:14]1[C:19]([F:20])=[C:18]([F:21])[CH:17]=[CH:16][C:15]=1[S:22]([NH:1][C:2]1[S:3][CH:4]=[C:5]([CH2:7][C:8]([O:10][CH2:11][CH3:12])=[O:9])[N:6]=1)(=[O:24])=[O:23]. Reported procedure: The tide compound was prepared from ethyl 2-amino-4-thiazolylacetate and 2,3,4-trifluorobenzenesulfonyl chloride as described in the synthetic METHOD B to give a yellow solid (2.3 mg) with purity >90%. MS (pos) m/z 381.4. Reactants: Cc1cccnc1Nc1nc2cc(C(=O)Nc3ccc4ncsc4c3)c(N3CCN(C(=O)OC(C)(C)C)CC3)cc2[nH]1, Cl, C1COCCO1. Product: Cl, Cc1cccnc1Nc1nc2cc(C(=O)Nc3ccc4ncsc4c3)c(N3CCNCC3)cc2[nH]1. RXN SMILES: [C:1]([O:2][C:3](=[O:4])[N:8]1[CH2:9][CH2:10][N:11]([c:14]2[cH:15][c:16]3[c:17]([n:18][c:19]([NH:21][c:22]4[n:23][cH:24][cH:25][cH:26][c:27]4[CH3:28])[nH:20]3)[cH:29][c:30]2[C:31]([NH:32][c:33]2[cH:34][c:35]3[c:36]([n:37][cH:38][s:39]3)[cH:40][cH:41]2)=[O:42])[CH2:12][CH2:13]1)([CH3:5])([CH3:6])[CH3:7].[ClH:43].[O:44]1[CH2:45][CH2:46][O:47][CH2:48][CH2:49]1>>[ClH:43].[NH:8]1[CH2:9][CH2:10][N:11]([c:14]2[cH:15][c:16]3[c:17]([n:18][c:19]([NH:21][c:22]4[n:23][cH:24][cH:25][cH:26][c:27]4[CH3:28])[nH:20]3)[cH:29][c:30]2[C:31]([NH:32][c:33]2[cH:34][c:35]3[c:36]([n:37][cH:38][s:39]3)[cH:40][cH:41]2)=[O:42])[CH2:12][CH2:13]1. Starting materials: COC=1C=C2C(=NC=NC2=CC1OC)SC=1C=C(N)C=CC1 (3-(6,7-dimethoxyquinazolin-4-ylthio)aniline), C(C)(C)(C)C1=CC=C(C=C1)N=C=O (4-tert-butylphenyl isocyanate). The product is C(C)(C)(C)C1=CC=C(C=C1)NC(=O)NC1=CC(=CC=C1)SC1=NC=NC2=CC(=C(C=C12)OC)OC (1-(4-tert-butylphenyl)-3-(3-(6,7-dimethoxyquinazolin-4-ylthio)phenyl)urea). The yield is 26.7%. RXN SMILES: [CH3:1][O:2][C:3]1[CH:4]=[C:5]2[C:10](=[CH:11][C:12]=1[O:13][CH3:14])[N:9]=[CH:8][N:7]=[C:6]2[S:15][C:16]1[CH:17]=[C:18]([CH:20]=[CH:21][CH:22]=1)[NH2:19].[C:23]([C:27]1[CH:32]=[CH:31][C:30]([N:33]=[C:34]=[O:35])=[CH:29][CH:28]=1)([CH3:26])([CH3:25])[CH3:24]>>[C:23]([C:27]1[CH:32]=[CH:31][C:30]([NH:33][C:34]([NH:19][C:18]2[CH:20]=[CH:21][CH:22]=[C:16]([S:15][C:6]3[C:5]4[C:10](=[CH:11][C:12]([O:13][CH3:14])=[C:3]([O:2][CH3:1])[CH:4]=4)[N:9]=[CH:8][N:7]=3)[CH:17]=2)=[O:35])=[CH:29][CH:28]=1)([CH3:26])([CH3:24])[CH3:25]. Procedure: 3-(6,7-dimethoxyquinazolin-4-ylthio)aniline from Example 115B (94 mg, 0.3 mmol) was reacted with 4-tert-butylphenyl isocyanate (54 uL, 0.3 mmol) as described in Example 173 to give 1-(4-tert-butylphenyl)-3-(3-(6,7-dimethoxyquinazolin-4-ylthio)phenyl)urea (40 mg, 0.08 mmol, 27%). 1H NMR (300 MHz, DMSO-d6) δ 8.84 (s, 1H), 8.70 (s, 1H), 8.65 (s, 1H), 7.84 (s, 1H), 7.51 (d, 1H), 7.45-7.20 (m, 8H), 3.99 (s, 6H), 1.25 (s, 9H); LC-MS (ESI) m/z 489 (M+H)+. Starting materials: CC1=C(C(=CC=C1[N+](=O)[O-])C)OC (2,6-dimethyl-3-nitroanisole), COC1=C(C(=CC=C1C)[N+](=O)[O-])CC(C(=O)O)=O (3-(2-methoxy-3-methyl-6-nitrophenyl)-pyruvic acid). Reaction SMILES: CC1C([N+]([O-])=O)=CC=C(C)C=1OC.[CH3:14][O:15][C:16]1[C:21]([CH3:22])=[CH:20][CH:19]=[C:18]([N+:23]([O-])=O)[C:17]=1[CH2:26][C:27](=O)[C:28]([OH:30])=[O:29]>>[CH3:14][O:15][C:16]1[C:21]([CH3:22])=[CH:20][CH:19]=[C:18]2[C:17]=1[CH:26]=[C:27]([C:28]([OH:30])=[O:29])[NH:23]2. Product: COC1=C2C=C(NC2=CC=C1C)C(=O)O (4-methoxy-5-methylindole-2-carboxylic acid). Reported procedure: The compound was prepared via 2,6-dimethyl-3-nitroanisole (b.p. 94°-98° C/0.4 mm Hg) and 3-(2-methoxy-3-methyl-6-nitrophenyl)-pyruvic acid (m.p. 140°-142° C).